The task is: describe an organic reaction: reactants, conditions, products, and yield. This data is from the Open Reaction Database (ORD), a public repository of structured organic reaction records. Starting materials: S(O)(O)(=O)=O (sulfuric acid), C(C)(C)C1=CC=C(C(=O)C2=C(C(=O)O)C=CC=C2)C=C1 (2-(4'isopropylbenzoyl)benzoic acid). Run at temperature 95 celsius. Yields the product C(C)(C)C1=CC=2C(C3=CC=CC=C3C(C2C=C1)=O)=O (2-Isopropylanthraquinone). RXN SMILES: S(=O)(=O)(O)O.[CH:6]([C:9]1[CH:25]=[CH:24][C:12]([C:13]([C:15]2[CH:23]=[CH:22][CH:21]=[CH:20][C:16]=2[C:17]([OH:19])=O)=[O:14])=[CH:11][CH:10]=1)([CH3:8])[CH3:7]>>[CH:6]([C:9]1[CH:10]=[CH:11][C:12]2[C:13](=[O:14])[C:15]3[C:16](=[CH:20][CH:21]=[CH:22][CH:23]=3)[C:17](=[O:19])[C:24]=2[CH:25]=1)([CH3:7])[CH3:8]. Procedure details: Fuming sulfuric acid (25 mL, 30%) was added to 8.5 g (32 mmol) of 2-(4'isopropylbenzoyl)benzoic acid. The mixture was then heated to 95° C. for 1 h in a water bath. The resultant dark solution was poured cautiously over crushed ice to yield a beige solid which was extracted with chloroform. The chloroform layer was washed sever-al times with a dilute NaOH solution ≈10%), followed by a dilute HCl solution and finally with deionized water. The resultant yellow chloroform solution was dried with Mg...